Dataset: the Open Reaction Database (ORD), a public repository of structured organic reaction records. Task: describe an organic reaction: reactants, conditions, products, and yield The product is OCCCCCNC(COCC(=O)O)=O ([2-(5-hydroxypentyl)amino-2-oxoethoxy]acetic acid), ( b ). Reaction SMILES: CS([O-])(=O)=O.[C:6]1(=[O:13])[O:12][C:10](=[O:11])[CH2:9][O:8][CH2:7]1.[NH2:14][CH2:15][CH2:16][CH2:17][CH2:18][CH2:19][OH:20]>>[OH:20][CH2:19][CH2:18][CH2:17][CH2:16][CH2:15][NH:14][C:10](=[O:11])[CH2:9][O:8][CH2:7][C:6]([OH:12])=[O:13]. Reported procedure: methanesulfonate by the following sequence of steps: (a) by reacting diglycolic anhydride and 5-aminopentanol to produce [2-(5-hydroxypentyl)amino-2-oxoethoxy]acetic acid, (b) heating to cyclize the latter to obtain 4-(5-hydroxypentyl)-3,5-dioxomorpholine, (c) esterifying the latter with methanesulfonyl chloride to produce 5-(3,5-dioxomorpholino)pentyl methanesulfonate and (d) reacting the mesylate with 2-benzhydrylpiperidine. Reactants: C1(COCC(=O)O1)=O (diglycolic anhydride), NCCCCCO (5-aminopentanol), CS(=O)(=O)[O-] (methanesulfonate), ( a ). Starting materials: N1=CC=C(C=C1)/C=C/C1=NNC2=CC(=CC=C12)\C=C/1\C(NC2=CC=CC=C12)=O ((E)-3-((3-((E)-2-(pyridin-4-yl)vinyl)-1H-indazol-6-yl)methylene)indolin-2-one), CC=1C=C2CC(NC2=CC1)=O (5-methyloxindole). The product is CC=1C=C2\C(\C(NC2=CC1)=O)=C/C1=CC=C2C(=NNC2=C1)\C=C\C1=CC=NC=C1 ((E)-5-methyl-3-((3-((E)-2-(pyridin-4-yl)vinyl)-1H-indazol-6-yl)methylene)indolin-2-one). The yield is 26.0%. Reaction SMILES: [N:1]1[CH:6]=[CH:5][C:4](/[CH:7]=[CH:8]/[C:9]2[C:17]3[C:12](=[CH:13][C:14](/[CH:18]=[C:19]4/[C:20](=[O:28])[NH:21][C:22]5[C:27]/4=[CH:26][CH:25]=[CH:24][CH:23]=5)=[CH:15][CH:16]=3)[NH:11][N:10]=2)=[CH:3][CH:2]=1.[CH3:29]C1C=C2C(=CC=1)NC(=O)C2>>[CH3:29][C:25]1[CH:26]=[C:27]2[C:22](=[CH:23][CH:24]=1)[NH:21][C:20](=[O:28])/[C:19]/2=[CH:18]/[C:14]1[CH:13]=[C:12]2[C:17]([C:9](/[CH:8]=[CH:7]/[C:4]3[CH:5]=[CH:6][N:1]=[CH:2][CH:3]=3)=[N:10][NH:11]2)=[CH:16][CH:15]=1. Reported procedure: According to procedure for the synthesis of (E)-3-((3-((E)-2-(pyridin-4-yl)vinyl)-1H-indazol-6-yl)methylene)indolin-2-one, except substituting 5-methyloxindole (9 mg, 0.06 mmol) to give the title compound as an orange solid (5.9 mg, 26%). 1H NMR (400 MHz, d6-DMSO) δ 13.58 (br s, 1H), 10.53 (br s, 1H), 8.57 (br s, 2H), 8.36 (d, J=8.0 Hz, 1H), 7.93-7.46 (m, 8H), 7.06 (d, J=8.0 Hz, 1H), 6.79 (d, J=5.8 Hz, 1H), 2.16 (s, 3H); MS ESI 379.2 [M+H]+, calcd for [C24H18N4O+H]+ 379.15. Starting materials: ClC1=CC=C(C=C1)C=1C=C(C=NC1OCC(F)(F)F)C(=O)O (5-(4-chlorophenyl)-6-(2,2,2-trifluoroethoxy)-3-pyridinecarboxylic acid), C(C)C=1SC=C(N1)CN (2-ethyl-4-thiazolemethanamine). Yields the product ClC1=CC=C(C=C1)C=1C(=NC=C(C(=O)NCC=2N=C(SC2)CC)C1)OCC(F)(F)F (5-(4-chloro-phenyl)-N-(2-ethyl-thiazol-4-ylmethyl)-6-(2,2,2-trifluoro-ethoxy)-nicotinamide). Reaction SMILES: [Cl:1][C:2]1[CH:7]=[CH:6][C:5]([C:8]2[CH:9]=[C:10]([C:20](O)=[O:21])[CH:11]=[N:12][C:13]=2[O:14][CH2:15][C:16]([F:19])([F:18])[F:17])=[CH:4][CH:3]=1.[CH2:23]([C:25]1[S:26][CH:27]=[C:28]([CH2:30][NH2:31])[N:29]=1)[CH3:24]>>[Cl:1][C:2]1[CH:7]=[CH:6][C:5]([C:8]2[C:13]([O:14][CH2:15][C:16]([F:17])([F:19])[F:18])=[N:12][CH:11]=[C:10]([CH:9]=2)[C:20]([NH:31][CH2:30][C:28]2[N:29]=[C:25]([CH2:23][CH3:24])[S:26][CH:27]=2)=[O:21])=[CH:4][CH:3]=1. Procedure details: The title compound was synthesized in analogy to Example 1, using 5-(4-chlorophenyl)-6-(2,2,2-trifluoroethoxy)-3-pyridinecarboxylic acid (CAS Registry No. 1018782-82-5) and 2-ethyl-4-thiazolemethanamine as starting materials; LC-MS (UV peak area/ESI) 98%, 456.074 (M+H)+. The reactants are CS(=O)(=O)N1CCC(=CC1)C=1C=C2C(=CN1)O[C@H](C2)C2CCNCC2 ((R)-5-(1-methanesulfonyl-1,2,3,6-tetrahydro-pyridin-4-yl)-2-piperidin-4-yl-2,3-dihydro-furo[2,3-c]pyridine), Intermediate 39, ClC1=NC=C(C=N1)CC (2-chloro-5-ethylpyrimidine). Product: C(C)C=1C=NC(=NC1)N1CCC(CC1)[C@H]1CC=2C(=CN=C(C2)C=2CCN(CC2)S(=O)(=O)C)O1 ((R)-2-[1-(5-Ethyl-pyrimidin-2-yl)-piperidin-4-yl]-5-(1-methanesulfonyl-1,2,3,6-tetrahydro-pyridin-4-yl)-2,3-dihydro-furo[2,3-c]pyridine). As a reaction SMILES: [CH3:1][S:2]([N:5]1[CH2:10][CH:9]=[C:8]([C:11]2[CH:12]=[C:13]3[CH2:19][C@H:18]([CH:20]4[CH2:25][CH2:24][NH:23][CH2:22][CH2:21]4)[O:17][C:14]3=[CH:15][N:16]=2)[CH2:7][CH2:6]1)(=[O:4])=[O:3].Cl[C:27]1[N:32]=[CH:31][C:30]([CH2:33][CH3:34])=[CH:29][N:28]=1>>[CH2:33]([C:30]1[CH:29]=[N:28][C:27]([N:23]2[CH2:24][CH2:25][CH:20]([C@@H:18]3[O:17][C:14]4=[CH:15][N:16]=[C:11]([C:8]5[CH2:9][CH2:10][N:5]([S:2]([CH3:1])(=[O:3])=[O:4])[CH2:6][CH:7]=5)[CH:12]=[C:13]4[CH2:19]3)[CH2:21][CH2:22]2)=[N:32][CH:31]=1)[CH3:34]. Reported procedure: The title compound is prepared from (R)-5-(1-methanesulfonyl-1,2,3,6-tetrahydro-pyridin-4-yl)-2-piperidin-4-yl-2,3-dihydro-furo[2,3-c]pyridine (Intermediate 39, the configuration of the stereocenter is arbitrarily assigned) and 2-chloro-5-ethylpyrimidine following a procedure analogous to that described in Example 1. LC (method 5): tR=0.87 min; Mass spectrum (ESI+): m/z=470 [M+H]+.